Dataset: the Open Reaction Database (ORD), a public repository of structured organic reaction records. Task: describe an organic reaction: reactants, conditions, products, and yield Reactants: C1(=CC=CC=C1)C(O)([C@H]1NCCC1)C1=CC=CC=C1 ((S)-(-)-α,α-diphenyl-2-pyrrolidinemethanol), B.C1CCOC1 (BH3.THF), product. Yields the product C1(=CC=CC=C1)C1([C@H]2N(BO1)CCC2)C2=CC=CC=C2 ((S)-5,5-diphenyl-3,4-propano-1,3,2-oxazaborolidine). Isolated yield 25.4%. As a reaction SMILES: [C:1]1([C:7]([C:14]2[CH:19]=[CH:18][CH:17]=[CH:16][CH:15]=2)([C@@H:9]2[CH2:13][CH2:12][CH2:11][NH:10]2)[OH:8])[CH:6]=[CH:5][CH:4]=[CH:3][CH:2]=1.[BH3:20].C1COCC1>>[C:1]1([C:7]2([C:14]3[CH:19]=[CH:18][CH:17]=[CH:16][CH:15]=3)[O:8][BH:20][N:10]3[CH2:11][CH2:12][CH2:13][C@@H:9]23)[CH:2]=[CH:3][CH:4]=[CH:5][CH:6]=1 |f:1.2|. Procedure details: (S)-(-)-α,α-diphenyl-2-pyrrolidinemethanol (378.5 mg, 1.5 mmol) was dissolved in 4.09 mL (4.5 mmol) of BH3.THF (1.1M), and the resulting solution was refluxed for 48 h under argon atmosphere (1 bar). The solvent was removed under vacuum, and the residue was sublimed (150°-160° C./0.1 Torr) to give 258 mg of a crude product. This product (94.1 mg) was resublimed (145°-160° C./0.05 Torr) to give 36.7 mg (0.139 mmol), 25.4% yield) of (S)-5,5-diphenyl-3,4-propano-1,3,2-oxazaborolidine as colorless c...